From a dataset of the Open Reaction Database (ORD), a public repository of structured organic reaction records. describe an organic reaction: reactants, conditions, products, and yield Reactants: O (water), C(C)(C)N(C(C)C)CC (N,N-Diisopropylethylamine), ClC1=CC=C(CNC(=O)C=2C(C3=C(N(C2)C)OC(=C3)CCl)=O)C=C1 (N-(4-chlorobenzyl)-2-(chloromethyl)-7-methyl-4-oxo-4,7-dihydrofuro[2,3-b]pyridine-5-carboxamide), CNCC(O)C=1SC=CC1 (rac-2-(methylamino)-1-thien-2-ylethanol). Solvent: CN(C)C=O (DMF). Reaction conditions: temperature 90 celsius. Product: ClC1=CC=C(CNC(=O)C=2C(C3=C(N(C2)C)OC(=C3)CN(C)CC(C=3SC=CC3)O)=O)C=C1 (N-(4-Chlorobenzyl)-2-(((2-hydroxy-2-thien-2-ylethyl)-(methyl)amino)methyl)-7-methyl-4-oxo-4,7-dihydrofuro[2,3-b]pyridine-5-carboxamide). Yield: 62.6%. RXN SMILES: C(N(CC)C(C)C)(C)C.[Cl:10][C:11]1[CH:33]=[CH:32][C:14]([CH2:15][NH:16][C:17]([C:19]2[C:20](=[O:31])[C:21]3[CH:28]=[C:27]([CH2:29]Cl)[O:26][C:22]=3[N:23]([CH3:25])[CH:24]=2)=[O:18])=[CH:13][CH:12]=1.[CH3:34][NH:35][CH2:36][CH:37]([C:39]1[S:40][CH:41]=[CH:42][CH:43]=1)[OH:38].O>CN(C=O)C>[Cl:10][C:11]1[CH:33]=[CH:32][C:14]([CH2:15][NH:16][C:17]([C:19]2[C:20](=[O:31])[C:21]3[CH:28]=[C:27]([CH2:29][N:35]([CH2:36][CH:37]([OH:38])[C:39]4[S:40][CH:41]=[CH:42][CH:43]=4)[CH3:34])[O:26][C:22]=3[N:23]([CH3:25])[CH:24]=2)=[O:18])=[CH:13][CH:12]=1. Reported procedure: N,N-Diisopropylethylamine (0.14 mL) and N-(4-chlorobenzyl)-2-(chloromethyl)-7-methyl-4-oxo-4,7-dihydrofuro[2,3-b]pyridine-5-carboxamide (Example 2, 0.150 g) were added to a solution of rac-2-(methylamino)-1-thien-2-ylethanol (Preparation 46, 0.130 g) in DMF (10 mL). The reaction mixture was heated to 90° C. for 1 h. The mixture was allowed to cool to room temperature and was poured into water (25 mL). The suspension was filtered and the resulting solid was purified by column chromatography (CH2C... Starting materials: C1(=CC=CC=C1)OC(NC=1C(=NC(=C(C1)CC)C)OC1=CC=CC=C1)=O (Phenyl-N-(5-ethyl-6-methyl-2-phenoxypyridin-3-yl)carbamate), OC=1C=C(C=CC1)N1CCNCC1 (1-(3-hydroxyphenyl)piperazine). The product is C(C)C=1C=C(C(=NC1C)OC1=CC=CC=C1)NC(=O)N1CCN(CC1)C1=CC(=CC=C1)O (1-[(5-ethyl-6-methyl-2-phenoxypyridin-3-yl)aminocarbonyl]-4-(3-hydroxyphenyl)piperazine). The yield is 72.0%. RXN SMILES: C1(O[C:8](=[O:26])[NH:9][C:10]2[C:11]([O:19][C:20]3[CH:25]=[CH:24][CH:23]=[CH:22][CH:21]=3)=[N:12][C:13]([CH3:18])=[C:14]([CH2:16][CH3:17])[CH:15]=2)C=CC=CC=1.[OH:27][C:28]1[CH:29]=[C:30]([N:34]2[CH2:39][CH2:38][NH:37][CH2:36][CH2:35]2)[CH:31]=[CH:32][CH:33]=1>>[CH2:16]([C:14]1[CH:15]=[C:10]([NH:9][C:8]([N:37]2[CH2:36][CH2:35][N:34]([C:30]3[CH:31]=[CH:32][CH:33]=[C:28]([OH:27])[CH:29]=3)[CH2:39][CH2:38]2)=[O:26])[C:11]([O:19][C:20]2[CH:21]=[CH:22][CH:23]=[CH:24][CH:25]=2)=[N:12][C:13]=1[CH3:18])[CH3:17]. Procedure details: Phenyl-N-(5-ethyl-6-methyl-2-phenoxypyridin-3-yl)carbamate and 1-(3-hydroxyphenyl)piperazine were reacted by the same way with the example 1 to obtain the titled compound. Reactants: C(C1=CC=CC=C1)C=1C=C(C=CC1OCCBr)N1C(N(C=C1)C1=CC=C(C=C1)OC1=CC=CC=C1)=O (1-[3-benzyl-4-(2-bromoethoxy)phenyl]-3-(4-phenoxyphenyl)-1,3-dihydroimidazol-2-one), N1CCCC1 (pyrrolidine), [I-].[Na+] (sodium iodide). Run in C(C)#N (acetonitrile). RXN SMILES: [CH2:1]([C:8]1[CH:9]=[C:10]([N:18]2[CH:22]=[CH:21][N:20]([C:23]3[CH:28]=[CH:27][C:26]([O:29][C:30]4[CH:35]=[CH:34][CH:33]=[CH:32][CH:31]=4)=[CH:25][CH:24]=3)[C:19]2=[O:36])[CH:11]=[CH:12][C:13]=1[O:14][CH2:15][CH2:16]Br)[C:2]1[CH:7]=[CH:6][CH:5]=[CH:4][CH:3]=1.[NH:37]1[CH2:41][CH2:40][CH2:39][CH2:38]1.[I-].[Na+]>C(#N)C>[CH2:1]([C:8]1[CH:9]=[C:10]([N:18]2[CH:22]=[CH:21][N:20]([C:23]3[CH:28]=[CH:27][C:26]([O:29][C:30]4[CH:35]=[CH:34][CH:33]=[CH:32][CH:31]=4)=[CH:25][CH:24]=3)[C:19]2=[O:36])[CH:11]=[CH:12][C:13]=1[O:14][CH2:15][CH2:16][N:37]1[CH2:41][CH2:40][CH2:39][CH2:38]1)[C:2]1[CH:7]=[CH:6][CH:5]=[CH:4][CH:3]=1 |f:2.3|. Reported procedure: A solution of 1-[3-benzyl-4-(2-bromoethoxy)phenyl]-3-(4-phenoxyphenyl)-1,3-dihydroimidazol-2-one (60 mg) in acetonitrile (1 ml) was mixed with pyrrolidine (0.2 ml) and sodium iodide (5 mg) and boiled under reflux for 2 hours. The cooled solution was filtered and concentrated. The residue was purified by preparative HPLC. The product with the molecular weight of 531.66 (C34H33N3O3); MS (ESI): 532 ([M+H]+), was obtained as hydroformate in this way. Yields the product C(C1=CC=CC=C1)C=1C=C(C=CC1OCCN1CCCC1)N1C(N(C=C1)C1=CC=C(C=C1)OC1=CC=CC=C1)=O (1-[3-Benzyl-4-(2-pyrrolidin-1-ylethoxy)phenyl]-3-(4-phenoxyphenyl)-1,3-dihydroimidazol-2-one). Starting materials: cupric, S(=O)=O (sulfur dioxide), CN1N=CC(=C1)C1=C(C=CC=C1)N (1-Methyl-4-(2-aminophenyl)-1H-pyrazole), diazonium salt, N(=O)[O-].[Na+] (sodium nitrite), Cl (HCl). Solvent: C(C)(=O)O (acetic acid), C(C)(=O)O (acetic acid), O (water). Product: CN1N=CC(=C1)C1=C(C=CC=C1)S(=O)(=O)Cl (2-(1-methyl-1H-pyrazol-4-yl)benzenesulfonyl chloride). As a reaction SMILES: [CH3:1][N:2]1[CH:6]=[C:5]([C:7]2[CH:12]=[CH:11][CH:10]=[CH:9][C:8]=2N)[CH:4]=[N:3]1.N([O-])=O.[Na+].[ClH:18].[S:19](=[O:21])=[O:20]>C(O)(=O)C.O>[CH3:1][N:2]1[CH:6]=[C:5]([C:7]2[CH:12]=[CH:11][CH:10]=[CH:9][C:8]=2[S:19]([Cl:18])(=[O:21])=[O:20])[CH:4]=[N:3]1 |f:1.2|. Reported procedure: By the procedure of Example 4, 17.3 g of 1-methyl-4-(2-aminophenyl)-1H-pyrazole prepared in Example 18 was diazotized with 7.2 g of sodium nitrite and 36 ml of concentrated HCl in 104 ml of glacial acetic acid. The diazonium salt suspension was added to a suspension containing 4.3 g of cupric chloide dihydrate, 30 ml of sulfur dioxide and 76 ml of acetic acid. After completion of the reaction and addition of water, the suspension was extracted with 1-chlorobutane. The extraction was dried over s... Reactants: C[O-], CO, Nc1nc(Cl)cc(C=C(Cl)Cl)n1, [Na+], [Na]. The product is COc1cc(C=C(Cl)Cl)nc(N)n1. RXN SMILES: [CH3:13][O-:14].[CH3:17][OH:18].[NH2:1][c:2]1[n:3][c:4]([CH:9]=[C:10]([Cl:11])[Cl:12])[cH:5][c:6]([Cl:8])[n:7]1.[Na+:15].[Na:16]>>[NH2:1][c:2]1[n:3][c:4]([CH:9]=[C:10]([Cl:11])[Cl:12])[cH:5][c:6]([O:14][CH3:13])[n:7]1.